This data is from the Open Reaction Database (ORD), a public repository of structured organic reaction records. The task is: describe an organic reaction: reactants, conditions, products, and yield Reaction conditions: temperature 70 celsius. Product: OC(COC1=C(C=C2C(=NC=NC2=C1)OC=1C=C2C=C(NC2=CC1)C)OC)CNC(C)C (7-(2-hydroxy-3-(isopropylamino)propoxy)-6-methoxy-4-(2-methylindol-5-yloxy)quinazoline). The yield is 15.3%. Reactants: O1C(COC2=C(C=C3C(=NC=NC3=C2)OC=2C=C3C=C(NC3=CC2)C)OC)C1 (7-(2,3-epoxypropoxy)-6-methoxy-4-(2-methylindol-5-yloxy)quinazoline), C(C)(C)N (isopropylamine). RXN SMILES: [O:1]1[CH2:28][CH:2]1[CH2:3][O:4][C:5]1[CH:14]=[C:13]2[C:8]([C:9]([O:15][C:16]3[CH:17]=[C:18]4[C:22](=[CH:23][CH:24]=3)[NH:21][C:20]([CH3:25])=[CH:19]4)=[N:10][CH:11]=[N:12]2)=[CH:7][C:6]=1[O:26][CH3:27].[CH:29]([NH2:32])([CH3:31])[CH3:30]>CN(C=O)C>[OH:1][CH:2]([CH2:28][NH:32][CH:29]([CH3:31])[CH3:30])[CH2:3][O:4][C:5]1[CH:14]=[C:13]2[C:8]([C:9]([O:15][C:16]3[CH:17]=[C:18]4[C:22](=[CH:23][CH:24]=3)[NH:21][C:20]([CH3:25])=[CH:19]4)=[N:10][CH:11]=[N:12]2)=[CH:7][C:6]=1[O:26][CH3:27]. Procedure: A mixture of 7-(2,3-epoxypropoxy)-6-methoxy-4-(2-methylindol-5-yloxy)quinazoline (100 mg, 0.27 mmol), (prepared as described for the starting material in Example 162), and isopropylamine (100 μl, 0.8 mmol) in DMF (4 ml) was heated at 70° C. for 24 hours. The solvent was removed by evaporation and the residue was purified by silica column chromatography eluting with dichloromethane/methanol/0.880 aqueous ammonia (100/8/1) to give 7-(2-hydroxy-3-(isopropylamino)propoxy)-6-methoxy-4-(2-methylindol-... Solvent: CN(C)C=O (DMF). Reactants: NC1=NC=C(C=C1C(=O)O)Br (2-amino-5-bromo-pyridine-3-carboxylic acid), NC1=C(C(=CC=C1)F)O (2-amino-6-fluoro-phenol), polyphosphoric acid, [OH-].[Na+] (NaOH). The solvent is O (water). Run at temperature 200 celsius, time 5 hour. Product: BrC=1C=C(C(=NC1)N)C=1OC2=C(N1)C=CC=C2F (5-bromo-3-(7-fluoro-1,3-benzoxazol-2-yl)pyridin-2-amine). The yield is 33.5%. As a reaction SMILES: [NH2:1][C:2]1[C:7]([C:8]([OH:10])=O)=[CH:6][C:5]([Br:11])=[CH:4][N:3]=1.[NH2:12][C:13]1[CH:18]=[CH:17][CH:16]=[C:15]([F:19])[C:14]=1O.[OH-].[Na+]>O>[Br:11][C:5]1[CH:6]=[C:7]([C:8]2[O:10][C:14]3[C:15]([F:19])=[CH:16][CH:17]=[CH:18][C:13]=3[N:12]=2)[C:2]([NH2:1])=[N:3][CH:4]=1 |f:2.3|. Reported procedure: A mixture of 2-amino-5-bromo-pyridine-3-carboxylic acid (1 g), 2-amino-6-fluoro-phenol (0.586 g) and polyphosphoric acid (10 g) was stirred at 200° C. for 5 hours. The resulting mixture was cooled to room temperature, diluted with water (4 ml) and basified to pH 12 with aqueous NaOH 10N, then 2N. The precipitate was filtered, washed with water, diethyl ether, and dried. The compound was stirred in THF during 2 days, the insoluble was filtered, the filtrate was concentrated to dryness and dried u... Reactants: NNC=O, Fc1cc(Cl)c(Oc2ncccc2C(F)(F)F)cc1N=C=S, C1CCOC1. Product: NN(C=O)C(=S)Nc1cc(Oc2ncccc2C(F)(F)F)c(Cl)cc1F. Reaction SMILES: [CH:1](=[O:2])[NH:3][NH2:4].[Cl:5][c:6]1[cH:7][c:8]([F:26])[c:9]([N:23]=[C:24]=[S:25])[cH:10][c:11]1[O:12][c:13]1[n:14][cH:15][cH:16][cH:17][c:18]1[C:19]([F:20])([F:21])[F:22].[O:27]1[CH2:28][CH2:29][CH2:30][CH2:31]1>>[CH:1](=[O:2])[N:3]([NH2:4])[C:24]([NH:23][c:9]1[c:8]([F:26])[cH:7][c:6]([Cl:5])[c:11]([O:12][c:13]2[n:14][cH:15][cH:16][cH:17][c:18]2[C:19]([F:20])([F:21])[F:22])[cH:10]1)=[S:25]. The reactants are CN(C(CCCCCCCNC(=O)OC(C)(C)C)=O)CCCC (8-(t-butoxycarbonyl)amino-octanoic acid methyl-butyl-amide), Cl (hydrochloric acid). The solvent is O1CCOCC1 (dioxane). Conditions: time 1 hour. The product is Cl.CN(C(CCCCCCCN)=O)CCCC (8-Amino-octanoic acid methyl-butyl-amide hydrochloric acid salt). RXN SMILES: [CH3:1][N:2]([CH2:20][CH2:21][CH2:22][CH3:23])[C:3](=[O:19])[CH2:4][CH2:5][CH2:6][CH2:7][CH2:8][CH2:9][CH2:10][NH:11]C(OC(C)(C)C)=O.[ClH:24]>O1CCOCC1>[ClH:24].[CH3:1][N:2]([CH2:20][CH2:21][CH2:22][CH3:23])[C:3](=[O:19])[CH2:4][CH2:5][CH2:6][CH2:7][CH2:8][CH2:9][CH2:10][NH2:11] |f:3.4|. Procedure details: Combine 8-(t-butoxycarbonyl)amino-octanoic acid methyl-butyl-amide and 4M hydrochloric acid in dioxane (10 mL). After 1 hour, the reaction mixture is evaporated in vacuo to give a residue. Triturate the residue with diethyl ether to give a solid. Collect the solid by filtration and dry in vacuo to give the title compound.